This data is from the Open Reaction Database (ORD), a public repository of structured organic reaction records. The task is: describe an organic reaction: reactants, conditions, products, and yield The reactants are C(C)N1N=C(C(=C1)C=O)OCC1=CC(=C(C=C1)OCC=1N=C(OC1C)C=1OC=CC1)OC (1-ethyl-3-[(4-{[2-(2-furyl)-5-methyl-1,3-oxazol-4-yl]methoxy}-3-methoxybenzyl)oxy]-1H-pyrazole-4-carbaldehyde), C(C)OP(=O)(OCC)CC(=O)OCC (ethyl diethylphosphonoacetate), CN(C=O)C (N,N-dimethylformamide), [H-].[Na+] (sodium hydride). The solvent is O (Water). Conditions: time 15 hour. Product: C(C)N1N=C(C(=C1)/C=C/C(=O)OCC)OCC1=CC(=C(C=C1)OCC=1N=C(OC1C)C=1OC=CC1)OC (ethyl (2E)-3-{1-ethyl-3-[(4-{[2-(2-furyl)-5-methyl-1,3-oxazol-4-yl]methoxy}-3-methoxybenzyl)oxy]-1H-pyrazol-4-yl}-2-propenoate). Yield: 87.9%. As a reaction SMILES: [CH2:1]([N:3]1[CH:7]=[C:6]([CH:8]=O)[C:5]([O:10][CH2:11][C:12]2[CH:17]=[CH:16][C:15]([O:18][CH2:19][C:20]3[N:21]=[C:22]([C:26]4[O:27][CH:28]=[CH:29][CH:30]=4)[O:23][C:24]=3[CH3:25])=[C:14]([O:31][CH3:32])[CH:13]=2)=[N:4]1)[CH3:2].C(OP([CH2:41][C:42]([O:44][CH2:45][CH3:46])=[O:43])(OCC)=O)C.CN(C)C=O.[H-].[Na+]>O>[CH2:1]([N:3]1[CH:7]=[C:6](/[CH:8]=[CH:41]/[C:42]([O:44][CH2:45][CH3:46])=[O:43])[C:5]([O:10][CH2:11][C:12]2[CH:17]=[CH:16][C:15]([O:18][CH2:19][C:20]3[N:21]=[C:22]([C:26]4[O:27][CH:28]=[CH:29][CH:30]=4)[O:23][C:24]=3[CH3:25])=[C:14]([O:31][CH3:32])[CH:13]=2)=[N:4]1)[CH3:2] |f:3.4|. Reported procedure: To a mixture of 1-ethyl-3-[(4-{[2-(2-furyl)-5-methyl-1,3-oxazol-4-yl]methoxy}-3-methoxybenzyl)oxy]-1H-pyrazole-4-carbaldehyde (0.50 g), ethyl diethylphosphonoacetate (0.27 g) and N,N-dimethylformamide (10 mL) was added sodium hydride (60% in oil, 0.05 g) at room temperature, and the mixture was stirred at the same temperature for 15 hrs. Water was poured into the reaction mixture, and the precipitated crystals were collected by filtration to give ethyl (2E)-3-{1-ethyl-3-[(4-{[2-(2-furyl)-5-methy... Reactants: C1(=CC=CC=C1)C (toluene), TEA, C(=O)(OC(C)(C)C)N1[C@H]2[C@@H]3CCCC[C@@]3(C=3C=C(C=CC3C2)OC(C(C)(C)C)=O)CC1 (N-Boc-3-pivaloyloxymorphinan), O1CCOCC1.Cl (HCl dioxane), C(C#C)Br (propargyl bromide). Run in C(Cl)Cl (CH2Cl2). Run at temperature 0 celsius, time 2 hour. Yields the product C(C#C)N1[C@H]2[C@@H]3CCCC[C@@]3(C=3C=C(C=CC3C2)OC(C(C)(C)C)=O)CC1 (N-(2-propynyl)-3-pivaloyloxymorphinan). The yield is 68.0%. RXN SMILES: [C:1]([N:8]1[CH2:31][CH2:30][C@@:15]23[C:16]4[CH:17]=[C:18]([O:23][C:24](=[O:29])[C:25]([CH3:28])([CH3:27])[CH3:26])[CH:19]=[CH:20][C:21]=4[CH2:22][C@@H:9]1[C@@H:10]2[CH2:11][CH2:12][CH2:13][CH2:14]3)(OC(C)(C)C)=O.O1CCO[CH2:34][CH2:33]1.Cl.C(Br)C#C.C1(C)C=CC=CC=1>C(Cl)Cl>[CH2:1]([N:8]1[CH2:31][CH2:30][C@@:15]23[C:16]4[CH:17]=[C:18]([O:23][C:24](=[O:29])[C:25]([CH3:27])([CH3:28])[CH3:26])[CH:19]=[CH:20][C:21]=4[CH2:22][C@@H:9]1[C@@H:10]2[CH2:11][CH2:12][CH2:13][CH2:14]3)[C:33]#[CH:34] |f:1.2|. Reported procedure: To a solution of compound 31 (5 mg, 0.012 mmol) in dry CH2Cl2 (0.2 mL) was added 4 M HCl dioxane solution (0.5 mL) and the mixture stirred for 2 h at 0° C. Solvent was evaporated under reduced pressure. The crude amine salt 32 was dissolved in CH2Cl2 (0.5 mL) and to the mixture was slowly added 80 wt % propargyl bromide solution in toluene (2 μL, 0.020 mmol) and TEA (9 μL, 0.064 mmol) at 0° C. After 4 h stirring, the reaction mixture was concentrated under reduced pressure. The crude product was... Starting materials: [OH-].[NH4+] (ammonium hydroxide), Cl.C(=O)(OCC)CN1C(C(C2=CC=CC=C12)(C)C)=N (1-carbethoxymethyl-3,3-dimethyl-2-iminoindoline hydrochloride). Run in C(C)O (ethanol). Product: C(N)(=O)CN1C(C(C2=CC=CC=C12)(C)C)=N (1-Carbamylmethyl-3,3-dimethyl-2-iminoindoline). As a reaction SMILES: [OH-].[NH4+:2].Cl.[C:4]([CH2:9][N:10]1[C:18]2[C:13](=[CH:14][CH:15]=[CH:16][CH:17]=2)[C:12]([CH3:20])([CH3:19])[C:11]1=[NH:21])(OCC)=[O:5]>C(O)C>[C:4]([CH2:9][N:10]1[C:18]2[C:13](=[CH:14][CH:15]=[CH:16][CH:17]=2)[C:12]([CH3:20])([CH3:19])[C:11]1=[NH:21])(=[O:5])[NH2:2] |f:0.1,2.3|. Procedure details: To a solution of 25 ml. of 32% ammonium hydroxide and 15 ml. of ethanol, 4.5 g. of 1-carbethoxymethyl-3,3-dimethyl-2-iminoindoline hydrochloride are added. After 15 hours the reaction mixture is evaporated to dryness and the residue is crystallized from chloroform giving 3,5 g. of the product of the title, melting at 167°-173° C.